Dataset: the Open Reaction Database (ORD), a public repository of structured organic reaction records. Task: describe an organic reaction: reactants, conditions, products, and yield The reactants are BrC=1C(C(OC1C1=CC=C(C=C1)S(=O)(=O)C)(C)C)=O (4-bromo-2,2-dimethyl-5-{4-(methylsulfonyl)phenyl}-3(2H)-furanone), C([O-])(O)=O.[Na+] (sodium bicarbonate), FC=1C=C(C=CC1)B(O)O (3-fluorobenzeneboronic acid). The reagents and catalysts are C=1C=CC(=CC1)[P](C=2C=CC=CC2)(C=3C=CC=CC3)[Pd]([P](C=4C=CC=CC4)(C=5C=CC=CC5)C=6C=CC=CC6)([P](C=7C=CC=CC7)(C=8C=CC=CC8)C=9C=CC=CC9)[P](C=1C=CC=CC1)(C=1C=CC=CC1)C=1C=CC=CC1 (tetrakis(triphenylphosphine)palladium(0)). Solvent: C1(=CC=CC=C1)C (toluene), C(C)O (ethanol). Reaction conditions: temperature 90 celsius, time 12 hour. Product: CC1(OC(=C(C1=O)C1=CC(=CC=C1)F)C1=CC=C(C=C1)S(=O)(=O)C)C (2,2-dimethyl-4-(3-fluorophenyl)-5-{4-(methylsulfonyl)phenyl}-3(2H)-furanone). The yield is 67.6%. RXN SMILES: Br[C:2]1[C:3](=[O:19])[C:4]([CH3:18])([CH3:17])[O:5][C:6]=1[C:7]1[CH:12]=[CH:11][C:10]([S:13]([CH3:16])(=[O:15])=[O:14])=[CH:9][CH:8]=1.C(=O)(O)[O-].[Na+].[F:25][C:26]1[CH:27]=[C:28](B(O)O)[CH:29]=[CH:30][CH:31]=1>C1(C)C=CC=CC=1.C(O)C.C1C=CC([P]([Pd]([P](C2C=CC=CC=2)(C2C=CC=CC=2)C2C=CC=CC=2)([P](C2C=CC=CC=2)(C2C=CC=CC=2)C2C=CC=CC=2)[P](C2C=CC=CC=2)(C2C=CC=CC=2)C2C=CC=CC=2)(C2C=CC=CC=2)C2C=CC=CC=2)=CC=1>[CH3:17][C:4]1([CH3:18])[C:3](=[O:19])[C:2]([C:30]2[CH:29]=[CH:28][CH:27]=[C:26]([F:25])[CH:31]=2)=[C:6]([C:7]2[CH:12]=[CH:11][C:10]([S:13]([CH3:16])(=[O:15])=[O:14])=[CH:9][CH:8]=2)[O:5]1 |f:1.2,^1:48,50,69,88|. Procedure details: To a stirred solution of 4-bromo-2,2-dimethyl-5-{4-(methylsulfonyl)phenyl}-3(2H)-furanone (170 mg) in 30 ml toluene and 10 ml ethanol, were added 25 mg of tetrakis(triphenylphosphine)palladium(0), 10 ml of saturated aqueous sodium bicarbonate, and 100 mg of 3-fluorobenzeneboronic acid. The reaction solution was stirred at 90° C. for 12 hours. Then the solvent was removed under reduced pressure. The resulting residue was extracted with water and dichloromethane. The organic layer was concentrated... Reactants: C(#N)C=1N=CC2=C(N1)N(C(C(=C2O)C(=O)NCC(=O)OC(C)(C)C)=O)C (tert-Butyl 2-(2-cyano-5-hydroxy-8-methyl-7-oxo-7,8-dihydropyrido[2,3-d]pyrimidine-6-carboxamido)acetate), OC1=C(C(N(C=2N=C(N=CC21)S(=O)(=O)C)C)=O)C(=O)NCC(=O)OC(C)(C)C (tert-butyl 2-(5-hydroxy-8-methyl-2-(methylsulfonyl)-7-oxo-7,8-dihydropyrido[2,3-d]pyrimidine-6-carboxamido)acetate), [C-]#N.[Na+] (sodium cyanide). The product is C(#N)C=1N=CC2=C(N1)N(C(C(=C2O)C(=O)NCC(=O)O)=O)C (2-(2-cyano-5-hydroxy-8-methyl-7-oxo-7,8-dihydropyrido[2,3-d]pyrimidine-6-carboxamido)acetic acid). Reaction SMILES: [C:1]([C:3]1[N:4]=[CH:5][C:6]2[C:12]([OH:13])=[C:11]([C:14]([NH:16][CH2:17][C:18]([O:20]C(C)(C)C)=[O:19])=[O:15])[C:10](=[O:25])[N:9]([CH3:26])[C:7]=2[N:8]=1)#[N:2].OC1C2C=NC(S(C)(=O)=O)=NC=2N(C)C(=O)C=1C(NCC(OC(C)(C)C)=O)=O.[C-]#N.[Na+]>>[C:1]([C:3]1[N:4]=[CH:5][C:6]2[C:12]([OH:13])=[C:11]([C:14]([NH:16][CH2:17][C:18]([OH:20])=[O:19])=[O:15])[C:10](=[O:25])[N:9]([CH3:26])[C:7]=2[N:8]=1)#[N:2] |f:2.3|. Reported procedure: tert-Butyl 2-(2-cyano-5-hydroxy-8-methyl-7-oxo-7,8-dihydropyrido[2,3-d]pyrimidine-6-carboxamido)acetate. The title compound is prepared by reaction of tert-butyl 2-(5-hydroxy-8-methyl-2-(methylsulfonyl)-7-oxo-7,8-dihydropyrido[2,3-d]pyrimidine-6-carboxamido)acetate with sodium cyanide according to the procedure described in Bioorg. Med. Chem. Lett., 17, 6206 (2007). Starting materials: ClC=1C=C(C=CC1)S(=O)(=O)N1CCC2=CC=C(C=C12)C(=O)O (1-(3-chloro-benzenesulfonyl)-2,3-dihydro-1H-indole-6-carboxylic acid), C(C)OC(CC=1N=C(SC1)N)=O ((2-amino-thiazol-4-yl)-acetic acid ethyl ester). The product is C(C)OC(CC=1N=C(SC1)NC(=O)C1=CC=C2CCN(C2=C1)S(=O)(=O)C1=CC(=CC=C1)Cl)=O ((2-{[1-(3-chloro-benzenesulfonyl)-2,3-dihydro-1H-indole-6-carbonyl]-amino}-thiazol-4-yl)-acetic acid ethyl ester). Reaction SMILES: [Cl:1][C:2]1[CH:3]=[C:4]([S:8]([N:11]2[C:19]3[C:14](=[CH:15][CH:16]=[C:17]([C:20](O)=[O:21])[CH:18]=3)[CH2:13][CH2:12]2)(=[O:10])=[O:9])[CH:5]=[CH:6][CH:7]=1.[CH2:23]([O:25][C:26](=[O:34])[CH2:27][C:28]1[N:29]=[C:30]([NH2:33])[S:31][CH:32]=1)[CH3:24]>>[CH2:23]([O:25][C:26](=[O:34])[CH2:27][C:28]1[N:29]=[C:30]([NH:33][C:20]([C:17]2[CH:18]=[C:19]3[C:14]([CH2:13][CH2:12][N:11]3[S:8]([C:4]3[CH:5]=[CH:6][CH:7]=[C:2]([Cl:1])[CH:3]=3)(=[O:10])=[O:9])=[CH:15][CH:16]=2)=[O:21])[S:31][CH:32]=1)[CH3:24]. Procedure details: The title compound was prepared as for example 8, steps 1 to 4. Step 1 was performed using 3-chlorobenzensulfonyl chloride and yielded 1-(3-chloro-benzenesulfonyl)-2,3-dihydro-1H-indole-6-carboxylic acid methyl ester) which was hydrolyzed to 1-(3-chloro-benzenesulfonyl)-2,3-dihydro-1H-indole-6-carboxylic acid in step 2 and coupled to (2-amino-thiazol-4-yl)-acetic acid ethyl ester in step 3 to yield (2-{[1-(3-chloro-benzenesulfonyl)-2,3-dihydro-1H-indole-6-carbonyl]-amino}-thiazol-4-yl)-acetic ac... Reactants: N1=CC(=CC=C1)C=1C=C(C(=O)O)C=CC1 (3-(pyridin-3-yl)benzoic acid), S(=O)(Cl)Cl (Thionyl chloride). The product is N1=CC(=CC=C1)C=1C=C(C(=O)Cl)C=CC1 (3-(pyridin-3-yl)benzoyl chloride). Reaction SMILES: [N:1]1[CH:6]=[CH:5][CH:4]=[C:3]([C:7]2[CH:8]=[C:9]([CH:13]=[CH:14][CH:15]=2)[C:10](O)=[O:11])[CH:2]=1.S(Cl)([Cl:18])=O>>[N:1]1[CH:6]=[CH:5][CH:4]=[C:3]([C:7]2[CH:8]=[C:9]([CH:13]=[CH:14][CH:15]=2)[C:10]([Cl:18])=[O:11])[CH:2]=1. Procedure details: Thionyl chloride (10 mL) was added to 3-(pyridin-3-yl)benzoic acid (1.5 g, 7.5 mmol) and the mixture was stirred under reflux overnight. The solvent was evaporated under reduced pressure and the residue was dried in vacuum giving 1.5 g crude 3-(pyridin-3-yl)benzoyl chloride. To a solution of methyl 3-amino-2-hydroxybenzoate (950 mg, 5.8 mmol) and pyridine (480 mg, 6 mmol) in toluene (50 mL) was added 3-(pyridin-3-yl)benzoyl chloride (1.5 g, 7 mmol) portion-wise at 0° C. and then stirred at 70° C... Reactants: FC(C(=O)O)(F)F.N1C(=NCC1)NC=1C=C(C=CC1)C(=O)NCC(=O)NC(CC(=O)OCC)C1=CC(=CC(=C1)Cl)Cl ((±) ethyl β-[[2-[[[3-[(4,5-dihydro-1H-imidazol-2-yl)amino]phenyl]carbonyl]amino]acetyl]amino]-3,5-dichlorobenzenepropanoate, trifluoroacetate salt), [Li+].[OH-] (LiOH), C(=O)(C(F)(F)F)O (TFA). Solvent: O (H2O), CC#N (CH3CN). Run at time 1.5 hour. Product: FC(C(=O)O)(F)F.N1C(=NCC1)NC=1C=C(C=CC1)C(=O)NCC(=O)NC(CC(=O)O)C1=CC(=CC(=C1)Cl)Cl ((±) β-[[2-[[[3-[(4,5-dihydro-1H-imidazol-2-yl)amino]phenyl]carbonyl]amino]acetyl]amino]-3,5-dichlorobenzenepropanoic acid, trifluoroacetate salt). Isolated yield 100.2%. RXN SMILES: [F:1][C:2]([F:7])([F:6])[C:3]([OH:5])=[O:4].[NH:8]1[CH2:12][CH2:11][N:10]=[C:9]1[NH:13][C:14]1[CH:15]=[C:16]([C:20]([NH:22][CH2:23][C:24]([NH:26][CH:27]([C:34]2[CH:39]=[C:38]([Cl:40])[CH:37]=[C:36]([Cl:41])[CH:35]=2)[CH2:28][C:29]([O:31]CC)=[O:30])=[O:25])=[O:21])[CH:17]=[CH:18][CH:19]=1.[Li+].[OH-].C(O)(C(F)(F)F)=O>O.CC#N>[F:1][C:2]([F:7])([F:6])[C:3]([OH:5])=[O:4].[NH:10]1[CH2:11][CH2:12][N:8]=[C:9]1[NH:13][C:14]1[CH:15]=[C:16]([C:20]([NH:22][CH2:23][C:24]([NH:26][CH:27]([C:34]2[CH:39]=[C:38]([Cl:40])[CH:37]=[C:36]([Cl:41])[CH:35]=2)[CH2:28][C:29]([OH:31])=[O:30])=[O:25])=[O:21])[CH:17]=[CH:18][CH:19]=1 |f:0.1,2.3,7.8|. Procedure: To the product from Example 190 (200 mg, 0.00032 mole) in H2O (10 mL) and CH3CN (10 mL) was added LiOH (54 mg, 0.0013 mole). The reaction mixture was stirred at room temperature for 1.5 hours. The pH was lowered to ~2.5 with TFA and the product was isolated by RPHPLC to yield the title product (190 mg after lyophilization) as a white solid.